Dataset: the Open Reaction Database (ORD), a public repository of structured organic reaction records. Task: describe an organic reaction: reactants, conditions, products, and yield Starting materials: CC(C)(C)OC(=O)N1CCCCC1C(N)=O, COc1ccc(P2(=S)SP(=S)(c3ccc(OC)cc3)S2)cc1, C1COCCO1. The product is CC(C)(C)OC(=O)N1CCCCC1C(N)=S. As a reaction SMILES: [C:1]([CH3:2])([CH3:3])([CH3:4])[O:5][C:6](=[O:7])[N:8]1[CH:9]([C:14]([NH2:15])=[O:16])[CH2:10][CH2:11][CH2:12][CH2:13]1.[CH3:17][O:18][c:19]1[cH:20][cH:21][c:22]([P:23]2(=[S:26])[S:24][P:25]([c:27]3[cH:28][cH:29][c:30]([O:31][CH3:32])[cH:33][cH:34]3)(=[S:35])[S:36]2)[cH:37][cH:38]1.[O:39]1[CH2:40][CH2:41][O:42][CH2:43][CH2:44]1>>[C:1]([CH3:2])([CH3:3])([CH3:4])[O:5][C:6](=[O:7])[N:8]1[CH:9]([C:14]([NH2:15])=[S:26])[CH2:10][CH2:11][CH2:12][CH2:13]1. Starting materials: FC1=CC=C(CN)C=C1 (4-fluorobenzylamine), CCOC(=O)C (EtOAc). Solvent: C(=O)OCC (ethyl formate). Yields the product FC1=CC=C(CNC=O)C=C1 (N-(4-Fluorobenzyl)formamide). The yield is 71.0%. RXN SMILES: [F:1][C:2]1[CH:9]=[CH:8][C:5]([CH2:6][NH2:7])=[CH:4][CH:3]=1.C[CH2:11][O:12]C(C)=O>C(OCC)=O>[F:1][C:2]1[CH:9]=[CH:8][C:5]([CH2:6][NH:7][CH:11]=[O:12])=[CH:4][CH:3]=1. Procedure: A solution of 4-fluorobenzylamine (20 g, 160 mmol) in ethyl formate was heated at reflux for 4 h. After cooling, the solvent was evaporated to afford a yellow solid. Trituration with cold EtOAc afforded the title compound as a white solid (17.46 g, 71%). 1H NMR (CDCl3): □8.24 (s, 1H), 7.25 (m, 2H), 7.00 (m, 2H), 5.91 (br s, 1H), 4.42 (d, 2H).